Dataset: the Open Reaction Database (ORD), a public repository of structured organic reaction records. Task: describe an organic reaction: reactants, conditions, products, and yield The reactants are [O-]B([O-])[O-], [BH4-], ClCCl, CO, Cl, [Na+], [Ni+3], Cl[Ni]Cl, O, CC(C)CNc1c([N+](=O)[O-])c(N(Cc2ccccc2)Cc2ccccc2)nc2ccccc12. Product: Cl, CC(C)CNc1c(N)c(N(Cc2ccccc2)Cc2ccccc2)nc2ccccc12. Reaction SMILES: [B:46]([O-:47])([O-:48])[O-:49].[BH4-:1].[CH2:39]([Cl:40])[Cl:41].[CH3:37][OH:38].[ClH:36].[Na+:2].[Ni+3:50].[Ni:43]([Cl:44])[Cl:45].[OH2:42].[c:3]1([CH2:9][N:10]([c:11]2[n:12][c:13]3[cH:14][cH:15][cH:16][cH:17][c:18]3[c:19]([NH:24][CH2:25][CH:26]([CH3:27])[CH3:28])[c:20]2[N+:21]([O-:22])=[O:23])[CH2:29][c:30]2[cH:31][cH:32][cH:33][cH:34][cH:35]2)[cH:4][cH:5][cH:6][cH:7][cH:8]1>>[ClH:36].[c:3]1([CH2:9][N:10]([c:11]2[n:12][c:13]3[cH:14][cH:15][cH:16][cH:17][c:18]3[c:19]([NH:24][CH2:25][CH:26]([CH3:27])[CH3:28])[c:20]2[NH2:21])[CH2:29][c:30]2[cH:31][cH:32][cH:33][cH:34][cH:35]2)[cH:4][cH:5][cH:6][cH:7][cH:8]1. The reactants are CCOC(=O)CC(c1cccnc1)N1CCN(CCCOc2ccc(C(=N)NC(=O)OC(C)(C)C)cc2)C(=O)C1=O, CCOC(C)=O, Cl, C1COCCO1. The product is Cl, CCOC(=O)CC(c1cccnc1)N1CCN(CCCOc2ccc(C(=N)N)cc2)C(=O)C1=O. Reaction SMILES: [C:1]([O:2][C:3](=[O:4])[NH:8][C:9](=[NH:10])[c:11]1[cH:12][cH:13][c:14]([O:15][CH2:16][CH2:17][CH2:18][N:19]2[C:20](=[O:39])[C:21](=[O:38])[N:22]([CH:25]([CH2:26][C:27](=[O:28])[O:29][CH2:30][CH3:31])[c:32]3[cH:33][n:34][cH:35][cH:36][cH:37]3)[CH2:23][CH2:24]2)[cH:40][cH:41]1)([CH3:5])([CH3:6])[CH3:7].[CH3:43][CH2:44][O:45][C:46](=[O:47])[CH3:48].[ClH:42].[O:49]1[CH2:50][CH2:51][O:52][CH2:53][CH2:54]1>>[ClH:42].[NH:8]=[C:9]([NH2:10])[c:11]1[cH:12][cH:13][c:14]([O:15][CH2:16][CH2:17][CH2:18][N:19]2[C:20](=[O:39])[C:21](=[O:38])[N:22]([CH:25]([CH2:26][C:27](=[O:28])[O:29][CH2:30][CH3:31])[c:32]3[cH:33][n:34][cH:35][cH:36][cH:37]3)[CH2:23][CH2:24]2)[cH:40][cH:41]1. Product: C1(=CC=CC=C1)C1=NOC(=C1C=1N=CN(C1)C1=CC=C(C(=O)NC2CCOCC2)C=C1)C(F)(F)F (4-[4-(3-Phenyl-5-trifluoromethyl-isoxazol-4-yl)-imidazol-1-yl]-N-(tetrahydro-pyran-4-yl)-benzamide). Procedure: As described for Example 10, 4-[4-(3-phenyl-5-trifluoromethyl-isoxazol-4-yl)-imidazol-1-yl]-benzoic acid methyl ester (80 mg, 0.19 mmol) was converted, using 4-aminotetrahydropyran instead of cyclopropanemethylamine, to the title compound (75 mg, 80%) which was obtained as a white foam. MS: m/e=483.2 [M+H]+. The yield is 80.0%. RXN SMILES: CO[C:3](=[O:30])[C:4]1[CH:9]=[CH:8][C:7]([N:10]2[CH:14]=[C:13]([C:15]3[C:16]([C:24]4[CH:29]=[CH:28][CH:27]=[CH:26][CH:25]=4)=[N:17][O:18][C:19]=3[C:20]([F:23])([F:22])[F:21])[N:12]=[CH:11]2)=[CH:6][CH:5]=1.[NH2:31][CH:32]1[CH2:37][CH2:36][O:35][CH2:34][CH2:33]1>>[C:24]1([C:16]2[C:15]([C:13]3[N:12]=[CH:11][N:10]([C:7]4[CH:8]=[CH:9][C:4]([C:3]([NH:31][CH:32]5[CH2:37][CH2:36][O:35][CH2:34][CH2:33]5)=[O:30])=[CH:5][CH:6]=4)[CH:14]=3)=[C:19]([C:20]([F:21])([F:22])[F:23])[O:18][N:17]=2)[CH:25]=[CH:26][CH:27]=[CH:28][CH:29]=1. Starting materials: COC(C1=CC=C(C=C1)N1C=NC(=C1)C=1C(=NOC1C(F)(F)F)C1=CC=CC=C1)=O (4-[4-(3-phenyl-5-trifluoromethyl-isoxazol-4-yl)-imidazol-1-yl]-benzoic acid methyl ester), NC1CCOCC1 (4-aminotetrahydropyran). The reactants are COC1=CC=C(C=O)C=C1 (4-methoxybenzaldehye), COC(CN)OC (aminoacetaldehyde dimethyl acetal), Cl (hydrochloric acid), [S-]C#N.[K+] (potassium thiocyanate). The reagents and catalysts are [Pd] (Pd on carbon). Run in CO (methanol), C(C)O (ethanol). Run at temperature 95 celsius. Yields the product COC1=CC=C(CN2C(NC=C2)=S)C=C1 (1-(4'-methoxybenzyl)-1,3-dihydro-2H-imidazole-2-thione). Isolated yield 65.0%. As a reaction SMILES: [CH3:1][O:2][C:3]1[CH:10]=[CH:9][C:6]([CH:7]=O)=[CH:5][CH:4]=1.CO[CH:13](OC)[CH2:14][NH2:15].Cl.[S-:19][C:20]#[N:21].[K+]>C(O)C.[Pd].CO>[CH3:1][O:2][C:3]1[CH:10]=[CH:9][C:6]([CH2:7][N:15]2[CH:14]=[CH:13][NH:21][C:20]2=[S:19])=[CH:5][CH:4]=1 |f:3.4|. Procedure: A mixture of 4-methoxybenzaldehye (13.6 g, 0.1 mol), aminoacetaldehyde dimethyl acetal (10.5 g, 0.1 mol), and methanol (1 ml) was heated at 95° C. for 10 minutes. The resulting mixture was dissolved in ethanol (150 ml) and hydrogenated over 10% Pd on carbon (1 g) until H2 uptake slowed (about 2 hours). The catalyst was filtered and the filtrate was treated with 1.5N hydrochloric acid (80 ml) and potassium thiocyanate (10.4 g, 0.11 mol). The resulting mixture was boiled until the volume was reduc... The reactants are C[Si](C)(C)CCOCCl, CN(C)C=O, [H-], [Na+], O, c1c[nH]cn1. The product is C[Si](C)(C)CCOCn1ccnc1. Reaction SMILES: [CH3:13][Si:14]([CH2:15][CH2:16][O:17][CH2:18][Cl:19])([CH3:20])[CH3:21].[CH3:1][N:2]([CH3:3])[CH:4]=[O:5].[H-:6].[Na+:7].[OH2:22].[nH:8]1[cH:9][n:10][cH:11][cH:12]1>>[n:8]1([CH2:18][O:17][CH2:16][CH2:15][Si:14]([CH3:13])([CH3:20])[CH3:21])[cH:9][n:10][cH:11][cH:12]1. Reactants: ClC1=CC=C(C=C1)NC1=NC=CC(=N1)CO ((2-((4-chlorophenyl)amino)pyrimidin-4-yl)methanol), C1(=CC=CC=C1)P(C1=CC=CC=C1)C1=CC=CC=C1 (triphenylphosphine), OC=1C=C2C=CC(NC2=CC1)=O (6-hydroxyquinolin-2(1H)-one), CCOC(=O)/N=N/C(=O)OCC (DEAD). Run in C1CCOC1 (THF), O (water), C1CCOC1 (THF). Run at time 10 minute. Yields the product ClC1=CC=C(C=C1)NC1=NC=CC(=N1)COC=1C=C2C=CC(NC2=CC1)=O (6-((2-(4-chlorophenylamino)pyrimidin-4-yl)methoxy)quinolin-2(1H)-one). The yield is 18.7%. RXN SMILES: C1(P(C2C=CC=CC=2)C2C=CC=CC=2)C=CC=CC=1.CCOC(/N=N/C(OCC)=O)=O.[OH:32][C:33]1[CH:34]=[C:35]2[C:40](=[CH:41][CH:42]=1)[NH:39][C:38](=[O:43])[CH:37]=[CH:36]2.[Cl:44][C:45]1[CH:50]=[CH:49][C:48]([NH:51][C:52]2[N:57]=[C:56]([CH2:58]O)[CH:55]=[CH:54][N:53]=2)=[CH:47][CH:46]=1>C1COCC1.O>[Cl:44][C:45]1[CH:46]=[CH:47][C:48]([NH:51][C:52]2[N:57]=[C:56]([CH2:58][O:32][C:33]3[CH:34]=[C:35]4[C:40](=[CH:41][CH:42]=3)[NH:39][C:38](=[O:43])[CH:37]=[CH:36]4)[CH:55]=[CH:54][N:53]=2)=[CH:49][CH:50]=1. Procedure details: A solution of triphenylphosphine (0.145 g, 0.552 mmol) in THF (2.0 mL) was cooled to 0° C. under N2 and DEAD (0.087 mL, 0.552 mmol) was added dropwise. The mixture was stirred for 10 min, then 6-hydroxyquinolin-2(1H)-one (0.068 g, 0.424 mmol) was added. After stirring for 5 min, a solution of (2-((4-chlorophenyl)amino)pyrimidin-4-yl)methanol (0.1 g, 0.424 mmol) in THF (2.0 mL) was added. The reaction was stirred for 18 h at room temperature. The mixture was diluted with water and filtered. The b... Reactants: CC(=O)O, O=[Cr](=O)=O, O, COc1cccc2nc(C(C)O)[nH]c12. Yields the product COc1cccc2nc(C(C)=O)[nH]c12. RXN SMILES: [CH3:19][C:20](=[O:21])[OH:22].[O:15]=[Cr:16](=[O:17])=[O:18].[OH2:23].[OH:1][CH:2]([CH3:3])[c:4]1[nH:5][c:6]2[c:7]([n:8]1)[cH:9][cH:10][cH:11][c:12]2[O:13][CH3:14]>>[O:1]=[C:2]([CH3:3])[c:4]1[nH:5][c:6]2[c:7]([n:8]1)[cH:9][cH:10][cH:11][c:12]2[O:13][CH3:14].